From a dataset of the Open Reaction Database (ORD), a public repository of structured organic reaction records. describe an organic reaction: reactants, conditions, products, and yield Starting materials: [Cl-].[Mg+2].[Cl-] (magnesium chloride), [K] (potassium), ClC=1C=C(C=CC1)OC (3-chloroanisole). Solvent: O1CCCC1 (tetrahydrofuran), O1CCCC1 (THF). The product is COC=1C=C(C=CC1)[Mg]Cl ((3-methoxyphenyl)magnesium chloride). RXN SMILES: [Cl-:1].[Mg+2:2].[Cl-].[K].Cl[C:6]1[CH:7]=[C:8]([O:12][CH3:13])[CH:9]=[CH:10][CH:11]=1>O1CCCC1>[CH3:13][O:12][C:8]1[CH:7]=[C:6]([Mg:2][Cl:1])[CH:11]=[CH:10][CH:9]=1 |f:0.1.2,^1:3|. Reported procedure: 2.04 g (21.4 mmole) magnesium chloride were placed in a 100 ml three-necked flask fitted with a reflux condenser, thermometer and dropping funnel and were covered with 50 ml tetrahydrofuran (THF). 0.82 g (21.0 mmole) of freshly cut potassium was added in portions and the mixture was heated under reflux for 90 minutes, with stirring. Thereafter, 3.05 g (21.4 mmole) 3-chloroanisole, dissolved in 20 ml THF, was added drop-wise with stirring over 30 minutes. After the addition was complete, the mixt... Starting materials: 2-desamino, CC#N (MeCN), C1=CC(=CC=C1C(=O)O)NCC2=CN=C3C(=N2)C(=NC(=N3)N)N (4-amino-4-deoxypteroic acid), starting material, N[C@@H](CCC(=O)[O-])C(=O)[O-] (glutamate), NC1=NC2=NC=CN=C2C(N1)=O (2-DESAMINO-AMINOPTERIN). Reagents/catalysts: [Cl-].[Cl-].[Zn+2] (ZnCl2). Run in CC(=O)[O-].[Na+] (NaOAc). The product is CN(CC=1C=NC2=C(N1)C(=NC(=N2)N)N)C=3C=CC(=CC3)C(=O)N[C@@H](CCC(=O)O)C(=O)O (methotrexate), 4-amino-4-deoxy-N10 -methylpteroic acid. As a reaction SMILES: N[C:2]1NC(=O)C2C(=NC=CN=2)N=1.[NH2:13][C@H:14]([C:20]([O-:22])=[O:21])[CH2:15][CH2:16][C:17]([O-:19])=[O:18].CC#N.[CH:26]1[C:31]([C:32]([OH:34])=O)=[CH:30][CH:29]=[C:28]([NH:35][CH2:36][C:37]2[N:42]=[C:41]3[C:43]([NH2:48])=[N:44][C:45]([NH2:47])=[N:46][C:40]3=[N:39][CH:38]=2)[CH:27]=1>CC([O-])=O.[Na+].[Cl-].[Cl-].[Zn+2]>[CH3:2][N:35]([C:28]1[CH:29]=[CH:30][C:31]([C:32]([NH:13][C@H:14]([C:20]([OH:22])=[O:21])[CH2:15][CH2:16][C:17]([OH:19])=[O:18])=[O:34])=[CH:26][CH:27]=1)[CH2:36][C:37]1[CH:38]=[N:39][C:40]2[N:46]=[C:45]([NH2:47])[N:44]=[C:43]([NH2:48])[C:41]=2[N:42]=1 |f:4.5,6.7.8|. Reported procedure: Small samples (1 mg) of the end products of Examples 1 and 2 were treated at room temperature in 1M NaOAc (10 mL) containing ZnCl2 (10 mg) with freshly thawed carboxypeptidase G1 enzyme solution (0.3 μL, 4500 U/mL). In less than 15 min, glutamate hydrolysis was nearly complete according to HPLC analysis (20% MeCN 0.1M NH4OAc, pH 7.5), which showed the disappearance of >95% of the starting material (Example 1, 2.5 min; Example 2, 2.89 min) and the appearance of new peaks (3.0 and 3.3 min) assumed... The product is Cl.C(CCC)=C1C(N(C(S1)=O)CCCCSC1=CC=CC=2N1C=CN2)=O (5-butylidene-3-[4-(imidazo[1,2-a]pyridin-5-ylthio)butyl]thiazolidine-2,4-dione hydrochloride). RXN SMILES: [CH:1](=[C:5]1[S:9][C:8](=[O:10])[N:7]([CH2:11][CH2:12][CH2:13][CH2:14][S:15][C:16]2[N:21]3[CH:22]=[CH:23][N:24]=[C:20]3[CH:19]=[CH:18][CH:17]=2)[C:6]1=[O:25])[CH2:2][CH2:3][CH3:4].[ClH:26]>CO>[ClH:26].[CH:1](=[C:5]1[S:9][C:8](=[O:10])[N:7]([CH2:11][CH2:12][CH2:13][CH2:14][S:15][C:16]2[N:21]3[CH:22]=[CH:23][N:24]=[C:20]3[CH:19]=[CH:18][CH:17]=2)[C:6]1=[O:25])[CH2:2][CH2:3][CH3:4] |f:3.4|. Procedure: To a solution of 1.89 g (5.0 mmol) of 5-butylidene-3-[4-(imidazo[1,2-a]pyridin-5-ylthio)butyl]thiazolidine-2,4-dione in 50 ml of methanol, 0.5 ml of concentrated hydrochloric acid was added. After the solvent was distilled off, the residue was washed with diethyl ether to yield 2.01 g (98%, light yellow solid) of the desired product. Reactants: C(CCC)=C1C(N(C(S1)=O)CCCCSC1=CC=CC=2N1C=CN2)=O (5-butylidene-3-[4-(imidazo[1,2-a]pyridin-5-ylthio)butyl]thiazolidine-2,4-dione), Cl (hydrochloric acid). Solvent: CO (methanol). Starting materials: [I-].C[S+](=O)(C)C (trimethylsulfoxonium iodide), [H-].[Na+] (NaH), N1N=CC2=CC=C(C=C12)C=C1C(NC2=NC=C(C=C21)Br)=O (3-((1H-indazol-6-yl)methylene)-5-bromo-1H-pyrrolo[2,3-b]pyridin-2(3H)-one). Run in CN(C)C=O (DMF), CN(C)C=O (DMF). Conditions: time 5 minute. The product is BrC=1C=C2C(=NC1)NC([C@]21[C@@H](C1)C1=CC=C2C=NNC2=C1)=O ((1R*,2S*)-5′-bromo-2-(1H-indazol-6-yl)spiro[cyclopropane-1,3′-pyrrolo[2,3-b]pyridin]-2′(1′H)-one). RXN SMILES: [I-].[CH3:2][S+](C)(C)=O.[H-].[Na+].[NH:9]1[C:17]2[C:12](=[CH:13][CH:14]=[C:15]([CH:18]=[C:19]3[C:27]4[C:22](=[N:23][CH:24]=[C:25]([Br:28])[CH:26]=4)[NH:21][C:20]3=[O:29])[CH:16]=2)[CH:11]=[N:10]1>CN(C=O)C>[Br:28][C:25]1[CH:26]=[C:27]2[C@:19]3([CH2:2][C@H:18]3[C:15]3[CH:16]=[C:17]4[C:12]([CH:11]=[N:10][NH:9]4)=[CH:13][CH:14]=3)[C:20](=[O:29])[NH:21][C:22]2=[N:23][CH:24]=1 |f:0.1,2.3|. Reported procedure: To a mixture of trimethylsulfoxonium iodide (220 mg, 1 mmol) and 60% NaH (120 mg, 3 mmol) in a RBF was added DMF (5 mL). The resulting mixture was stirred for 5 min at rt. A solution of (E & Z)-3-((1H-indazol-6-yl)methylene)-5-bromo-1H-pyrrolo[2,3-b]pyridin-2(3H)-one (170 mg, 0.5 mmol) in DMF (5 mL) was added. After addition, the resulting mixture was heated at 55° C. (oil temp.) for 2.5 h. Upon cooling to 0° C., it was quenched with ice, sat. NH4Cl, extracted with EtOAc (50 mL×2). Combined extr... Starting materials: Cl, [Na+], [OH-], O, CC(O)(c1ccc(N2CCN(S(=O)(=O)c3cccs3)CC2CC#N)cc1)C(F)(F)F. Yields the product Cl, CC(O)(c1ccc(N2CCN(S(=O)(=O)c3cccs3)CC2CC(=O)O)cc1)C(F)(F)F. Reaction SMILES: [ClH:33].[Na+:32].[OH-:31].[OH2:34].[s:1]1[c:2]([S:6](=[O:7])(=[O:8])[N:9]2[CH2:10][CH:11]([CH2:28][C:29]#[N:30])[N:12]([c:15]3[cH:16][cH:17][c:18]([C:21]([C:22]([F:23])([F:24])[F:25])([CH3:26])[OH:27])[cH:19][cH:20]3)[CH2:13][CH2:14]2)[cH:3][cH:4][cH:5]1>>[ClH:33].[s:1]1[c:2]([S:6](=[O:7])(=[O:8])[N:9]2[CH2:10][CH:11]([CH2:28][C:29](=[O:31])[OH:34])[N:12]([c:15]3[cH:16][cH:17][c:18]([C:21]([C:22]([F:23])([F:24])[F:25])([CH3:26])[OH:27])[cH:19][cH:20]3)[CH2:13][CH2:14]2)[cH:3][cH:4][cH:5]1. The reactants are Cl (HCl), S1C(=CC=C1)CN (C-thiophen-2-yl-methylamine), N1C=CC2=CC(=CC=C12)NC=1C2=C(N=CN1)C=C(S2)C2=CC=C(C=O)C=C2 (4-[4-(1H-indol-5-ylamino)-thieno[3,2-d]pyrimidin-6-yl]-benzaldehyde), mesylate salt. The product is N1C=CC2=CC(=CC=C12)NC=1C2=C(N=CN1)C=C(S2)C2=CC=C(C=C2)CNCC=2SC=CC2 ((1H-Indol-5-yl)-[6-(4-{[(thiophen-2-ylmethyl)-amino]-methyl}-phenyl)-thieno[3,2-d]pyrimidin-4-yl]-amine). As a reaction SMILES: [S:1]1[CH:5]=[CH:4][CH:3]=[C:2]1[CH2:6][NH2:7].[NH:8]1[C:16]2[C:11](=[CH:12][C:13]([NH:17][C:18]3[C:19]4[S:26][C:25]([C:27]5[CH:34]=[CH:33][C:30]([CH:31]=O)=[CH:29][CH:28]=5)=[CH:24][C:20]=4[N:21]=[CH:22][N:23]=3)=[CH:14][CH:15]=2)[CH:10]=[CH:9]1.Cl>>[NH:8]1[C:16]2[C:11](=[CH:12][C:13]([NH:17][C:18]3[C:19]4[S:26][C:25]([C:27]5[CH:34]=[CH:33][C:30]([CH2:31][NH:7][CH2:6][C:2]6[S:1][CH:5]=[CH:4][CH:3]=6)=[CH:29][CH:28]=5)=[CH:24][C:20]=4[N:21]=[CH:22][N:23]=3)=[CH:14][CH:15]=2)[CH:10]=[CH:9]1. Procedure details: The title compound was prepared from C-thiophen-2-yl-methylamine and 4-[4-(1H-indol-5-ylamino)-thieno[3,2-d]pyrimidin-6-yl]-benzaldehyde by a procedure analogous to example 17. The product was converted to the mesylate salt analogous to example 17 being converted to the HCl salt. M. P.111-121° C.; LC-MS: 468 (MH+); HPLC RT: 4.44 minutes. Starting materials: C12(CC3CC(CC(C1)C3)C2)NC2=NC(=CC(=N2)Cl)N2CCCC2 (2-(1-Adamantylamino)-4-chloro-6-pyrrolidinopyrimidine), N1CCNCC1 (piperazine). Yields the product C12(CC3CC(CC(C1)C3)C2)NC2=NC(=CC(=N2)N2CCNCC2)N2CCCC2 (2-(1-adamantylamino)-4-(1-piperazinyl)-6-pyrrolidinopyrimidine). Yield: 69.7%. As a reaction SMILES: [C:1]12([NH:11][C:12]3[N:17]=[C:16](Cl)[CH:15]=[C:14]([N:19]4[CH2:23][CH2:22][CH2:21][CH2:20]4)[N:13]=3)[CH2:10][CH:5]3[CH2:6][CH:7]([CH2:9][CH:3]([CH2:4]3)[CH2:2]1)[CH2:8]2.[NH:24]1[CH2:29][CH2:28][NH:27][CH2:26][CH2:25]1>>[C:1]12([NH:11][C:12]3[N:17]=[C:16]([N:24]4[CH2:29][CH2:28][NH:27][CH2:26][CH2:25]4)[CH:15]=[C:14]([N:19]4[CH2:23][CH2:22][CH2:21][CH2:20]4)[N:13]=3)[CH2:10][CH:5]3[CH2:6][CH:7]([CH2:9][CH:3]([CH2:4]3)[CH2:2]1)[CH2:8]2. Procedure details: 2-(1-Adamantylamino)-4-chloro-6-pyrrolidinopyrimidine is reacted with piperazine as described in Example 5 to obtain the title compound in a yield of 69.7%, m.p.:160°-164° C. Starting materials: CC(=O)O, CN1CCNCC1, ClCCCl, O=C1CCC2(CC1)OCCO2. Yields the product CN1CCN(C2CCC3(CC2)OCCO3)CC1. RXN SMILES: [CH3:19][C:20](=[O:21])[OH:22].[CH3:1][N:2]1[CH2:3][CH2:4][NH:5][CH2:6][CH2:7]1.[Cl:23][CH2:24][CH2:25][Cl:26].[O:8]1[CH2:9][CH2:10][O:11][C:12]12[CH2:13][CH2:14][C:15](=[O:18])[CH2:16][CH2:17]2>>[CH3:1][N:2]1[CH2:3][CH2:4][N:5]([CH:15]2[CH2:14][CH2:13][C:12]3([O:8][CH2:9][CH2:10][O:11]3)[CH2:17][CH2:16]2)[CH2:6][CH2:7]1. Reactants: FC=1C=C(N)C=CC1 (3-fluoroaniline), ClN1C(CCC1=O)=O (N-chlorosuccinimide), O (Water). Solvent: ClCCl (dichloromethane). Reaction conditions: time 12 hour. The product is ClC1=C(C=C(N)C=C1)F (4-Chloro-3-fluoroaniline). As a reaction SMILES: [F:1][C:2]1[CH:3]=[C:4]([CH:6]=[CH:7][CH:8]=1)[NH2:5].[Cl:9]N1C(=O)CCC1=O.O>ClCCl>[Cl:9][C:8]1[CH:7]=[CH:6][C:4]([NH2:5])=[CH:3][C:2]=1[F:1]. Reported procedure: To a solution of 96 ml of 3-fluoroaniline in 1000 ml of dichloromethane, 147 g of N-chlorosuccinimide was added at 0° C. and stirred for 12 hours at room temperature. Water was added to the reaction solution which then was extracted with chloroform. The extract was washed with saturated brine, dried on anhydrous sodium sulfate and distilled. The residue was separated and purified on silica gel column chromatography (hexane/ethyl acetate=5/1) to provide 21 g of the title compound as a yellow soli...